From a dataset of the Open Reaction Database (ORD), a public repository of structured organic reaction records. describe an organic reaction: reactants, conditions, products, and yield Starting materials: O (water), C(=O)([O-])[O-].[Na+].[Na+] (Na2CO3), ClC(=O)OCC1=CC=CC=C1 (benzyl chloroformate), C=C1CC(C1)CN (3-methylenecyclobutylmethylamine). Solvent: O1CCCC1 (tetrahydrofuran). Conditions: time 12 hour. Product: C=C1CC(C1)CNC(OCC1=CC=CC=C1)=O (Benzyl 3-methylenecyclobutylmethylcarbamate). Isolated yield 56.2%. As a reaction SMILES: [CH2:1]=[C:2]1[CH2:5][CH:4]([CH2:6][NH2:7])[CH2:3]1.C([O-])([O-])=O.[Na+].[Na+].Cl[C:15]([O:17][CH2:18][C:19]1[CH:24]=[CH:23][CH:22]=[CH:21][CH:20]=1)=[O:16].O>O1CCCC1>[CH2:1]=[C:2]1[CH2:5][CH:4]([CH2:6][NH:7][C:15](=[O:16])[O:17][CH2:18][C:19]2[CH:24]=[CH:23][CH:22]=[CH:21][CH:20]=2)[CH2:3]1 |f:1.2.3|. Procedure details: Compound 4-2 (3 g, 30.9 mmol) was dissolved in 50 mL of tetrahydrofuran, added Na2CO3 (6.3 g, 60 mmol) and benzyl chloroformate (5.25 g, 30.8 mmol). The mixture was stirred for 12 hours at room temperature, added 100 mL of water, extracted three times with 300 mL of ethyl acetate, combined the organic phases, rotary evaporated to remove solvents and purified by column chromatography (petroleum ether/ethyl acetate=10:1) to give Compound 4-3 (4 g, 56% yield). The reactants are Cl[Sn]Cl (SnCl2), CC=1C2=C(SC1C(=C)N1CCCC1)C=CC(=C2)C (3,5-dimethyl-2-(1-pyrrolidinylvinyl)benzo[b]thiophene), 2-acetyl-3,5-dimethyl[b]thiophene, N1CCCC1 (pyrrolidine), CC1=NC(=C(C(=N1)Cl)[N+](=O)[O-])Cl (2-methyl-4,6-dichloro-5-nitropyrimidine), C(C)(C)N(C(C)C)CC (N,N-diisopropylethylamine), N1CCCCC1 (piperidine), Cl[Sn]Cl (SnCl2). Yields the product CC=1C2=C(SC1C1=NC=3C(NC(=NC3)C3CC(NCC3)C)=C1)C=CC(=C2)C (3,5-dimethyl-2-[2-methyl-4-piperidylpyrrolo[4,5-d]pyrimidin-6-yl]benzo[b]thiophene). As a reaction SMILES: [CH3:1][C:2]1[C:3]2[CH:17]=[C:16]([CH3:18])[CH:15]=[CH:14][C:4]=2[S:5][C:6]=1[C:7]([N:9]1[CH2:13][CH2:12][CH2:11]C1)=C.N1CCCC1.[CH3:24][C:25]1[N:30]=C(Cl)C([N+]([O-])=O)=[C:27](Cl)[N:26]=1.C([N:39]([CH2:43][CH3:44])[CH:40]([CH3:42])[CH3:41])(C)C.N1CCCCC1.Cl[Sn]Cl>CN(C=O)C.Cl[Ti](Cl)(Cl)Cl.CCN(CC)CC>[CH3:1][C:2]1[C:3]2[CH:17]=[C:16]([CH3:18])[CH:15]=[CH:14][C:4]=2[S:5][C:6]=1[C:7]1[CH:11]=[C:12]2[NH:30][C:25]([CH:24]3[CH2:44][CH2:43][NH:39][CH:40]([CH3:41])[CH2:42]3)=[N:26][CH:27]=[C:13]2[N:9]=1. Isolated yield 20.0%. Solvent: CN(C)C=O (DMF), CCN(CC)CC (NEt3). Reaction conditions: temperature 140 celsius, time 16 hour. Reported procedure: Using the method described in Example 30 by employing 3,5-dimethyl-2-(1-pyrrolidinylvinyl)benzo[b]thiophene (freshly prepared before use from 2-acetyl-3,5-dimethyl[b]thiophene (Avocado Chemical Company), pyrrolidine and TiCl4 (1.81 g, 7.04 mmol), 2-methyl-4,6-dichloro-5-nitropyrimidine (Example 76(b)) (1.46 g, 7.04 mmol), N,N-diisopropylethylamine (1.2 mL, 7.04 mmol), piperidine (1.1 mL, 11.3 mmol), NEt3 (1.5 mL) and SnCl2 (21 mL of a 2 M soin in DMF). In this example the SnCl2 solution was adde... Reagents/catalysts: Cl[Ti](Cl)(Cl)Cl (TiCl4). The reactants are Cl (hydrochloric acid), C(C)(C)(C)OC(=O)NC1=CC=C(CN2C(CN(CC2)S(=O)(=O)C2=CC3=CC=C(C=C3C=C2)Cl)=O)C=C1 (1-[4-(tert-butoxycarbonylamino)benzyl]-4-(6-chloronaphthalene-2-sulfonyl)-2-piperazinone). The solvent is C(C)(=O)OCC (ethyl acetate), CO (methanol). Conditions: time 3 hour. The product is Cl.NC1=CC=C(CN2C(CN(CC2)S(=O)(=O)C2=CC3=CC=C(C=C3C=C2)Cl)=O)C=C1 (1-(4-aminobenzyl)-4-(6-chloronaphthalene-2-sulfonyl)-2-piperazinone hydrochloride). Isolated yield 196.0%. RXN SMILES: Cl.C(OC([NH:9][C:10]1[CH:37]=[CH:36][C:13]([CH2:14][N:15]2[CH2:20][CH2:19][N:18]([S:21]([C:24]3[CH:33]=[CH:32][C:31]4[C:26](=[CH:27][CH:28]=[C:29]([Cl:34])[CH:30]=4)[CH:25]=3)(=[O:23])=[O:22])[CH2:17][C:16]2=[O:35])=[CH:12][CH:11]=1)=O)(C)(C)C>C(OCC)(=O)C.CO>[ClH:34].[NH2:9][C:10]1[CH:37]=[CH:36][C:13]([CH2:14][N:15]2[CH2:20][CH2:19][N:18]([S:21]([C:24]3[CH:33]=[CH:32][C:31]4[C:26](=[CH:27][CH:28]=[C:29]([Cl:34])[CH:30]=4)[CH:25]=3)(=[O:22])=[O:23])[CH2:17][C:16]2=[O:35])=[CH:12][CH:11]=1 |f:4.5|. Reported procedure: A solution of 4 N hydrochloric acid in ethyl acetate (10 ml) was added to a solution of 1-[4-(tert-butoxycarbonylamino)benzyl]-4-(6-chloronaphthalene-2-sulfonyl)-2-piperazinone (530 mg) in methanol (2 ml), and the mixture was stirred at room temperature for 3 hours. The reaction solution was concentrated, and the resulting crystals were filtered, washed with ethyl acetate-ether and dried to give the title compound (457 mg). Starting materials: CCOC(=O)C(C(=O)OCC)c1ncc(S(=O)(=O)N(C)C)cc1Br, Cl, O. Yields the product Cc1ncc(S(=O)(=O)N(C)C)cc1Br. RXN SMILES: [Br:1][c:2]1[c:3]([CH:14]([C:15]([O:16][CH2:17][CH3:18])=[O:19])[C:20]([O:21][CH2:22][CH3:23])=[O:24])[n:4][cH:5][c:6]([S:8](=[O:9])(=[O:10])[N:11]([CH3:12])[CH3:13])[cH:7]1.[ClH:25].[OH2:26]>>[Br:1][c:2]1[c:3]([CH3:14])[n:4][cH:5][c:6]([S:8](=[O:9])(=[O:10])[N:11]([CH3:12])[CH3:13])[cH:7]1.